From a dataset of the Open Reaction Database (ORD), a public repository of structured organic reaction records. describe an organic reaction: reactants, conditions, products, and yield The reactants are O (water), CC1=C(C=CC=C1)C1=CC=C(C=C1)O (4-(2'-methylphenyl)phenol), CS2CO3, C(C=C)Br (allylbromide). The solvent is CN(C)C=O (DMF). Product: C(C=C)OC1=CC=C(C=C1)C1=C(C=CC=C1)C (1-allyloxy-4-(2'-methylphenyl)benzene). RXN SMILES: [CH3:1][C:2]1[CH:7]=[CH:6][CH:5]=[CH:4][C:3]=1[C:8]1[CH:13]=[CH:12][C:11]([OH:14])=[CH:10][CH:9]=1.[CH2:15](Br)[CH:16]=[CH2:17].O>CN(C=O)C>[CH2:17]([O:14][C:11]1[CH:10]=[CH:9][C:8]([C:3]2[CH:4]=[CH:5][CH:6]=[CH:7][C:2]=2[CH3:1])=[CH:13][CH:12]=1)[CH:16]=[CH2:15]. Reported procedure: The phenol from step A (1.72 g, 9.35 mmol), CS2CO3 (3.6 g, 10.5 mmol) and allylbromide (0.9 mL, 10.3 mmol) in DMF (47 nmL) were stirred at room temperature for 48 h. The mixture was poured into water and extracted with EtOAc, washed with water (3×), brine, dried and evaporated to give the title compound as an oil. The reactants are N1=C(C=CC=C1)C=1C(=C2N(N1)CCC2)C2=CC=NC1=CC(=CC=C21)OCC(=O)Cl ([4-(2-pyridin-2-yl-5,6-dihydro-4H-pyrrolo[1,2-b]pyrazol-3-yl)-quinolin-7-yloxy]-acetyl chloride), CN1CCNCC1 (1-methyl-piperazine). The solvent is ClCCl (dichloromethane). Run at time 2.5 hour. Yields the product CN1CCN(CC1)C(COC1=CC=C2C(=CC=NC2=C1)C1=C2N(N=C1C1=NC=CC=C1)CCC2)=O (1-(4-Methyl-piperazin-1-yl)-2-[4-(2-pyridin-2-yl-5,6-dihydro-4H-pyrrolo[1,2-b]pyrazol-3-yl)-quinolin-7-yloxy]-ethanone). RXN SMILES: [N:1]1[CH:6]=[CH:5][CH:4]=[CH:3][C:2]=1[C:7]1[C:8]([C:15]2[C:24]3[C:19](=[CH:20][C:21]([O:25][CH2:26][C:27](Cl)=[O:28])=[CH:22][CH:23]=3)[N:18]=[CH:17][CH:16]=2)=[C:9]2[CH2:14][CH2:13][CH2:12][N:10]2[N:11]=1.[CH3:30][N:31]1[CH2:36][CH2:35][NH:34][CH2:33][CH2:32]1>ClCCl>[CH3:30][N:31]1[CH2:36][CH2:35][N:34]([C:27](=[O:28])[CH2:26][O:25][C:21]2[CH:20]=[C:19]3[C:24]([C:15]([C:8]4[C:7]([C:2]5[CH:3]=[CH:4][CH:5]=[CH:6][N:1]=5)=[N:11][N:10]5[CH2:12][CH2:13][CH2:14][C:9]=45)=[CH:16][CH:17]=[N:18]3)=[CH:23][CH:22]=2)[CH2:33][CH2:32]1. Procedure details: To a solution of [4-(2-pyridin-2-yl-5,6-dihydro-4H-pyrrolo[1,2-b]pyrazol-3-yl)-quinolin-7-yloxy]-acetic acid (150 mg, 0.39 mmol) in dichloromethane (3 mL) is added oxalyl chloride (490 mg, 3.9 mmol) and 1 drop of N,N-dimethylformamide. The mixture is stirred at room temperature for 5 h, concentrated in vacuo, and residual solvents removed by co-evaporation three times with chloroform to yield [4-(2-pyridin-2-yl-5,6-dihydro-4H-pyrrolo[1,2-b]pyrazol-3-yl)-quinolin-7-yloxy]-acetyl chloride as a yel... Reactants: C1(=CC=CC=C1)P(C1=CC=CC=C1)C1=CC=CC=C1 (Triphenylphosphine), C(#N)C=1C=C(CBr)C=CC1 (3-cyanobenzyl bromide). Run in solution. Conditions: temperature 80 celsius, time 5 hour. Yields the product [Br-].C(#N)C=1C=C(C[P+](C2=CC=CC=C2)(C2=CC=CC=C2)C2=CC=CC=C2)C=CC1 ((3-cyanobenzyl)(triphenyl)phosphonium bromide). The yield is 72.7%. As a reaction SMILES: [C:1]1([P:7]([C:14]2[CH:19]=[CH:18][CH:17]=[CH:16][CH:15]=2)[C:8]2[CH:13]=[CH:12][CH:11]=[CH:10][CH:9]=2)[CH:6]=[CH:5][CH:4]=[CH:3][CH:2]=1.[C:20]([C:22]1[CH:23]=[C:24]([CH:27]=[CH:28][CH:29]=1)[CH2:25][Br:26])#[N:21]>>[Br-:26].[C:20]([C:22]1[CH:23]=[C:24]([CH:27]=[CH:28][CH:29]=1)[CH2:25][P+:7]([C:1]1[CH:2]=[CH:3][CH:4]=[CH:5][CH:6]=1)([C:8]1[CH:13]=[CH:12][CH:11]=[CH:10][CH:9]=1)[C:14]1[CH:15]=[CH:16][CH:17]=[CH:18][CH:19]=1)#[N:21] |f:2.3|. Procedure details: Triphenylphosphine (2.8 g) was added to a Tol (50 ml) solution of 3-cyanobenzyl bromide (2.0 g), followed by stirring at 80° C. for 5 hours. This was cooled to room temperature, and the precipitated solid was collected by filtration, and washed with Tol. This was dried under reduced pressure to obtain (3-cyanobenzyl)(triphenyl)phosphonium bromide (3.4 g). The reactants are NC=1C=2N(C=CN1)C(=NC2C(=O)OC)C2CCC2 (methyl 8-amino-3-cyclobutylimidazo[1,5-a]pyrazine-1-carboxylate), C1(=C(C=CC=C1)N)N (1,2-phenylenediamine), solution, C[Al](C)C (trimethylaluminum). Solvent: C1(=CC=CC=C1)C (toluene), C1(=CC=CC=C1)C (toluene). Conditions: temperature 120 celsius, time 8 hour. The product is NC=1C=2N(C=CN1)C(=NC2C(=O)NC2=C(C=CC=C2)N)C2CCC2 (8-amino-N-(2-aminophenyl)-3-cyclobutylimidazo[1,5-a]pyrazine-1-carboxamide). Yield: 85.0%. RXN SMILES: [C:1]1([NH2:8])[CH:6]=[CH:5][CH:4]=[CH:3][C:2]=1[NH2:7].C[Al](C)C.[NH2:13][C:14]1[C:15]2[N:16]([C:20]([CH:27]3[CH2:30][CH2:29][CH2:28]3)=[N:21][C:22]=2[C:23](OC)=[O:24])[CH:17]=[CH:18][N:19]=1>C1(C)C=CC=CC=1>[NH2:13][C:14]1[C:15]2[N:16]([C:20]([CH:27]3[CH2:28][CH2:29][CH2:30]3)=[N:21][C:22]=2[C:23]([NH:7][C:2]2[CH:3]=[CH:4][CH:5]=[CH:6][C:1]=2[NH2:8])=[O:24])[CH:17]=[CH:18][N:19]=1. Procedure: A suspension of 1,2-phenylenediamine (60 mg, 0.6 mmol) in toluene (2.0 mL) was treated with a 2M solution of trimethylaluminum in toluene (0.5 mL) effecting the formation of a pink solution. After 5 min this solution was treated with solid methyl 8-amino-3-cyclobutylimidazo[1,5-a]pyrazine-1-carboxylate (30 mg, 0.1 mmol) and the mixture heated at 120° C. for 30 min then stirred at rt overnight. The mixture was then partitioned between 2M NaOH (10 mL) & EtOAc (10 mL) and stirred for 15 min. The or... Starting materials: BrN1C(CCC1=O)=O (N-bromosuccinimide), FC1=C(C=CC=C1)C1=NC(C(NC2=C1C=C(C=C2)[N+](=O)[O-])=O)(C)C (5-(o-fluorophenyl)-1,3-dihydro-3,3-dimethyl-7-nitro-2H-1,4-benzodiazepin-2-one), BrN1C(CCC1=O)=O (N-bromosuccinimide). The solvent is C(=O)O (formic acid), Cl (hydrochloric acid). Reaction conditions: time 48 hour. Product: BrC1=CC(=CC=2C(=NC(C(NC21)=O)(C)C)C2=C(C=CC=C2)F)[N+](=O)[O-] (9-bromo-5-(o-fluorophenyl)-1,3-dihydro-3,3-dimethyl-7-nitro-2H-1,4-benzodiazepin-2-one). RXN SMILES: [F:1][C:2]1[CH:7]=[CH:6][CH:5]=[CH:4][C:3]=1[C:8]1[C:14]2[CH:15]=[C:16]([N+:19]([O-:21])=[O:20])[CH:17]=[CH:18][C:13]=2[NH:12][C:11](=[O:22])[C:10]([CH3:24])([CH3:23])[N:9]=1.[Br:25]N1C(=O)CCC1=O>Cl.C(O)=O>[Br:25][C:18]1[C:13]2[NH:12][C:11](=[O:22])[C:10]([CH3:24])([CH3:23])[N:9]=[C:8]([C:3]3[CH:4]=[CH:5][CH:6]=[CH:7][C:2]=3[F:1])[C:14]=2[CH:15]=[C:16]([N+:19]([O-:21])=[O:20])[CH:17]=1. Procedure: 30 g (0.092 mol) of 5-(o-fluorophenyl)-1,3-dihydro-3,3-dimethyl-7-nitro-2H-1,4-benzodiazepin-2-one are dissolved in 600 ml of concentrated hydrochloric acid and 600 ml of formic acid, treated with 49.5 g of N-bromosuccinimide and stirred at room temperature for 48 hours. Subsequently, an additional 33 g of N-bromosuccinimide are added thereto and the mixture is stirred at room temperature for 4 days. The solution is evaporated and the residue is poured into ice and aqueous ammonia. After extract... The reactants are C1CCOC1, COC(=O)C(CNC(=O)c1cccs1)NC(=O)c1sc(NC(=O)Cc2cccc3[nH]ncc23)nc1C, Cl, [Li+], [OH-], O, O. The product is Cc1nc(NC(=O)Cc2cccc3[nH]ncc23)sc1C(=O)NC(CNC(=O)c1cccs1)C(=O)O. RXN SMILES: [CH2:40]1[O:41][CH2:42][CH2:43][CH2:44]1.[CH3:1][O:2][C:3]([CH:4]([CH2:5][NH:6][C:7](=[O:8])[c:9]1[s:10][cH:11][cH:12][cH:13]1)[NH:14][C:15](=[O:16])[c:17]1[c:18]([CH3:35])[n:19][c:20]([NH:22][C:23]([CH2:24][c:25]2[c:26]3[cH:27][n:28][nH:29][c:30]3[cH:31][cH:32][cH:33]2)=[O:34])[s:21]1)=[O:36].[ClH:45].[Li+:39].[OH-:38].[OH2:37].[OH2:46]>>[O:2]=[C:3]([CH:4]([CH2:5][NH:6][C:7](=[O:8])[c:9]1[s:10][cH:11][cH:12][cH:13]1)[NH:14][C:15](=[O:16])[c:17]1[c:18]([CH3:35])[n:19][c:20]([NH:22][C:23]([CH2:24][c:25]2[c:26]3[cH:27][n:28][nH:29][c:30]3[cH:31][cH:32][cH:33]2)=[O:34])[s:21]1)[OH:36]. Starting materials: COc1ccc(N(NC(=O)Cc2cc(OC)c(C(=O)ON3C(=O)CCC3=O)cc2Br)c2c(C)cccc2N2CCCCC2)cc1, CN1CCNCC1, ClCCl. Yields the product COc1ccc(N(NC(=O)Cc2cc(OC)c(C(=O)N3CCN(C)CC3)cc2Br)c2c(C)cccc2N2CCCCC2)cc1. RXN SMILES: [Br:1][c:2]1[c:3]([CH2:20][C:21](=[O:22])[NH:23][N:24]([c:25]2[c:26]([CH3:37])[cH:27][cH:28][cH:29][c:30]2[N:31]2[CH2:32][CH2:33][CH2:34][CH2:35][CH2:36]2)[c:38]2[cH:39][cH:40][c:41]([O:44][CH3:45])[cH:42][cH:43]2)[cH:4][c:5]([O:18][CH3:19])[c:6]([C:7]([O:9][N:8]2[C:10](=[O:11])[CH2:12][CH2:13][C:14]2=[O:15])=[O:16])[cH:17]1.[CH3:46][N:47]1[CH2:48][CH2:49][NH:50][CH2:51][CH2:52]1.[Cl:53][CH2:54][Cl:55]>>[Br:1][c:2]1[c:3]([CH2:20][C:21](=[O:22])[NH:23][N:24]([c:25]2[c:26]([CH3:37])[cH:27][cH:28][cH:29][c:30]2[N:31]2[CH2:32][CH2:33][CH2:34][CH2:35][CH2:36]2)[c:38]2[cH:39][cH:40][c:41]([O:44][CH3:45])[cH:42][cH:43]2)[cH:4][c:5]([O:18][CH3:19])[c:6]([C:7](=[O:9])[N:50]2[CH2:49][CH2:48][N:47]([CH3:46])[CH2:52][CH2:51]2)[cH:17]1.